The task is: describe an organic reaction: reactants, conditions, products, and yield. This data is from the Open Reaction Database (ORD), a public repository of structured organic reaction records. Reaction SMILES: [C:1]([O:5][C:6]([N:8]1[CH2:13][CH2:12][N:11]([C:14]2[S:15][CH:16]=[C:17]([CH2:19]Cl)[N:18]=2)[CH2:10][CH2:9]1)=[O:7])([CH3:4])([CH3:3])[CH3:2].[CH3:21][S:22]([C:25]1[CH:30]=[CH:29][C:28]([OH:31])=[CH:27][CH:26]=1)(=[O:24])=[O:23].C([O-])([O-])=O.[K+].[K+]>CC(C)=O>[C:1]([O:5][C:6]([N:8]1[CH2:13][CH2:12][N:11]([C:14]2[S:15][CH:16]=[C:17]([CH2:19][O:31][C:28]3[CH:27]=[CH:26][C:25]([S:22]([CH3:21])(=[O:24])=[O:23])=[CH:30][CH:29]=3)[N:18]=2)[CH2:10][CH2:9]1)=[O:7])([CH3:4])([CH3:3])[CH3:2] |f:2.3.4|. The reactants are C(C)(C)(C)OC(=O)N1CCN(CC1)C=1SC=C(N1)CCl (4-(4-Chloromethyl-thiazol-2-yl)-piperazine-1-carboxylic acid tert-butyl ester), CS(=O)(=O)C1=CC=C(C=C1)O (4-methanesulfonyl-phenol), C(=O)([O-])[O-].[K+].[K+] (K2CO3). Reported procedure: A mixture of 4-(4-Chloromethyl-thiazol-2-yl)-piperazine-1-carboxylic acid tert-butyl ester (700 m g, 2.20 mmol), 4-methanesulfonyl-phenol (417 mg, 1.1 eq.) and K2CO3 (609 mg, 2 eq.) in acetone (30 mL) was heated to reflux overnight. After cooling, the solid was filtered off through a pad of celite. The filtrate was concentrated in vacuo. The crude product was purified on silica gel (EtOAc:hexanes=1:1) to afford the desired product as an off-white solid. 1H NMR (CDCl3): δ 7.87 (2H, d, J=8.8 Hz), ... The product is C(C)(C)(C)OC(=O)N1CCN(CC1)C=1SC=C(N1)COC1=CC=C(C=C1)S(=O)(=O)C (4-[4-(4-Methanesulfonyl-phenoxymethyl)-thiazol-2-yl]-piperazine-1-carboxylic acid tert-butyl ester). Solvent: CC(=O)C (acetone). Starting materials: CCO, COc1ccc([N+](=O)[O-])c(F)c1, [H][H], O=[Pt]. Product: COc1ccc(N)c(F)c1. Reaction SMILES: [CH3:15][CH2:16][OH:17].[F:1][c:2]1[cH:3][c:4]([O:11][CH3:12])[cH:5][cH:6][c:7]1[N+:8]([O-:9])=[O:10].[H:13][H:14].[Pt:18]=[O:19]>>[F:1][c:2]1[cH:3][c:4]([O:11][CH3:12])[cH:5][cH:6][c:7]1[NH2:8].